From a dataset of the Open Reaction Database (ORD), a public repository of structured organic reaction records. describe an organic reaction: reactants, conditions, products, and yield Starting materials: BrC1=C(N)C=CC(=C1)C(F)(F)F (2-bromo-4-(trifluoromethyl)aniline), [Cu](C#N)C#N (copper cyanide). The solvent is CN1C(CCC1)=O (N-methylpyrrolidone), C(C)(=O)OCC (ethyl acetate). Conditions: time 5 minute. The product is NC1=C(C#N)C=C(C=C1)C(F)(F)F (2-Amino-5-(trifluoromethyl)benzonitrile). RXN SMILES: Br[C:2]1[CH:8]=[C:7]([C:9]([F:12])([F:11])[F:10])[CH:6]=[CH:5][C:3]=1[NH2:4].[Cu](C#N)[C:14]#[N:15]>CN1CCCC1=O.C(OCC)(=O)C>[NH2:4][C:3]1[CH:5]=[CH:6][C:7]([C:9]([F:12])([F:11])[F:10])=[CH:8][C:2]=1[C:14]#[N:15]. Procedure details: In a 20 mL microwave vial, 2-bromo-4-(trifluoromethyl)aniline (238 mg, 1 mmol) and copper cyanide (90 mg, 1 mmol) were dissolved in N-methylpyrrolidone (NMP) (10 mL). The reaction was placed in a microwave reactor for 5 minutes at 200° C. The crude was dissolved in ethyl acetate and the precipitate was removed by filtration. The clear solution was washed with water. The organic layer was collected, dried over sodium sulfate, and evaporated under vacuum. The residue was purified by Varia HPLC (10... Reactants: C(C)O (ethanol), [O-]CC.[Na+] (sodium ethoxide), BrC=1C=CC(=C(C=O)C1)F (5-bromo-2-fluorobenzaldehyde), SCCCC(=O)OCC (ethyl 4-mercaptobutyrate), C1CCC2=NCCCN2CC1 (1,8-diazabicyclo[5.4.0]-7-undecene), C(OCC)(OCC)=O (diethyl carbonate), FC1=C(C=O)C=C(C=C1)C1=CC=C(C=C1)OCCC (2-fluoro-5-(4-propoxyphenyl)benzaldehyde), Cl (hydrochloric acid). The solvent is CN(C)C=O (DMF). Reaction conditions: temperature 5 celsius, time 3 hour. Yields the product C(CC)OC1=CC=C(C=C1)C=1C=CC2=C(C=C(CCS2)C(=O)OCC)C1 (ethyl 7-(4-propoxyphenyl)-2,3-dihydro-1-benzothiepine-4-carboxylate). Yield: 46.7%. Reaction SMILES: F[C:2]1[CH:9]=[CH:8][C:7]([C:10]2[CH:15]=[CH:14][C:13]([O:16][CH2:17][CH2:18][CH3:19])=[CH:12][CH:11]=2)=[CH:6][C:3]=1[CH:4]=O.[SH:20][CH2:21][CH2:22][CH2:23][C:24]([O:26][CH2:27][CH3:28])=[O:25].C1CCN2C(=NCCC2)CC1.C(=O)(OCC)OCC.C(O)C.[O-]CC.[Na+].Cl.BrC1C=CC(F)=C(C=1)C=O>CN(C=O)C>[CH2:17]([O:16][C:13]1[CH:14]=[CH:15][C:10]([C:7]2[CH:8]=[CH:9][C:2]3[S:20][CH2:21][CH2:22][C:23]([C:24]([O:26][CH2:27][CH3:28])=[O:25])=[CH:4][C:3]=3[CH:6]=2)=[CH:11][CH:12]=1)[CH2:18][CH3:19] |f:5.6|. Procedure details: Under an argon flow, 30.5 g of crude 2-fluoro-5-(4-propoxyphenyl)benzaldehyde was dissolved in 59 ml of DMF and then cooled to 5° C. After the addition of ethyl 4-mercaptobutyrate (32.6 ml, 229.88 mmol), 1,8-diazabicyclo[5.4.0]-7-undecene (34.4 ml, 229.88 mmol) was dropped slowly, while keeping at 0-10° C. The mixture was heated to 20° C. and stirred at 20-30° C. for 3 hours. At 20-30° C., 590 ml of diethyl carbonate was dropped and subsequently an ethanol solution (156 g, 459.76 mmol) of 20% so... Procedure: The title compound was prepared in an analogous fashion to that described in Example 128 using 5-bromo-6-(3-(2-hydroxypropan-2-yl)azetidin-1-yl)-N-(4-(trifluoromethoxy)phenyl)nicotinamide (Stage 142.1) and (6-methylpyridin-3-yl)boronic acid to afford an off-white foam. HPLC (Condition 4) tR=4.37 min, UPLC-MS (Condition 7) m/z=487.2 [M+H]+; 1H-NMR (400 MHz, DMSO-d6) δ ppm 0.93 (s, 6H) 2.49 (s, 3H) 3.31 (br. s, 1H) 3.54-3.66 (m, 4H) 4.36 (d, J=0.78 Hz, 1H) 7.22-7.43 (m, 3H) 7.73 (dd, J=7.82, 2.35 ... As a reaction SMILES: Br[C:2]1[C:3]([N:22]2[CH2:25][CH:24]([C:26]([OH:29])([CH3:28])[CH3:27])[CH2:23]2)=[N:4][CH:5]=[C:6]([CH:21]=1)[C:7]([NH:9][C:10]1[CH:15]=[CH:14][C:13]([O:16][C:17]([F:20])([F:19])[F:18])=[CH:12][CH:11]=1)=[O:8].[CH3:30][C:31]1[N:36]=[CH:35][C:34](B(O)O)=[CH:33][CH:32]=1>>[OH:29][C:26]([CH:24]1[CH2:25][N:22]([C:3]2[C:2]([C:34]3[CH:35]=[N:36][C:31]([CH3:30])=[CH:32][CH:33]=3)=[CH:21][C:6]([C:7]([NH:9][C:10]3[CH:15]=[CH:14][C:13]([O:16][C:17]([F:20])([F:19])[F:18])=[CH:12][CH:11]=3)=[O:8])=[CH:5][N:4]=2)[CH2:23]1)([CH3:28])[CH3:27]. Starting materials: BrC=1C(=NC=C(C(=O)NC2=CC=C(C=C2)OC(F)(F)F)C1)N1CC(C1)C(C)(C)O (5-bromo-6-(3-(2-hydroxypropan-2-yl)azetidin-1-yl)-N-(4-(trifluoromethoxy)phenyl)nicotinamide), CC1=CC=C(C=N1)B(O)O ((6-methylpyridin-3-yl)boronic acid). The product is OC(C)(C)C1CN(C1)C1=NC=C(C=C1C=1C=NC(=CC1)C)C(=O)NC1=CC=C(C=C1)OC(F)(F)F (2-(3-(2-Hydroxypropan-2-yl)azetidin-1-yl)-6′-methyl-N-(4-(trifluoromethoxy)phenyl)-[3,3′-bipyridine]-5-carboxamide). RXN SMILES: [CH2:18]([c:19]1[cH:20][cH:21][cH:22][cH:23][cH:24]1)[O:25][c:26]1[cH:27][c:28]2[cH:29][cH:30][c:31]([CH2:36][Cl:37])[cH:32][c:33]2[cH:34][cH:35]1.[CH3:38][N:39]([CH3:40])[CH:41]=[O:42].[H-:1].[Na+:2].[OH2:43].[c:3]1(-[c:9]2[c:10]([C:14](=[O:15])[O:16][CH3:17])[cH:11][nH:12][cH:13]2)[cH:4][cH:5][cH:6][cH:7][cH:8]1>>[c:3]1(-[c:9]2[c:10]([C:14](=[O:15])[O:16][CH3:17])[cH:11][n:12]([CH2:36][c:31]3[cH:30][cH:29][c:28]4[cH:27][c:26]([O:25][CH2:18][c:19]5[cH:20][cH:21][cH:22][cH:23][cH:24]5)[cH:35][cH:34][c:33]4[cH:32]3)[cH:13]2)[cH:4][cH:5][cH:6][cH:7][cH:8]1. Yields the product COC(=O)c1cn(Cc2ccc3cc(OCc4ccccc4)ccc3c2)cc1-c1ccccc1. Starting materials: ClCc1ccc2cc(OCc3ccccc3)ccc2c1, CN(C)C=O, [H-], [Na+], O, COC(=O)c1c[nH]cc1-c1ccccc1.